From a dataset of the Open Reaction Database (ORD), a public repository of structured organic reaction records. describe an organic reaction: reactants, conditions, products, and yield Reactants: hydrochloride salt, CC1=CC=C(C=C1)S(=O)(=O)OCC1OC2=C(C1)C=C(C=C2C2=C(C=CC(=C2)F)F)C(F)(F)F ([7-(2,5-difluorophenyl)-5-(trifluoromethyl)-2,3-dihydro-1-benzofuran-2-yl]methyl 4-methylbenzenesulfonate), CN (methylamine). The product is CNCC1OC2=C(C1)C=C(C=C2C2=C(C=CC(=C2)F)F)C(F)(F)F ((±)-N-methyl-1-[7-(2,5-difluorophenyl)-5-(trifluoromethyl)-2,3-dihydro-1-benzofuran-2-yl]methanamine). RXN SMILES: CC1C=CC(S(O[CH2:12][CH:13]2[CH2:17][C:16]3[CH:18]=[C:19]([C:30]([F:33])([F:32])[F:31])[CH:20]=[C:21]([C:22]4[CH:27]=[C:26]([F:28])[CH:25]=[CH:24][C:23]=4[F:29])[C:15]=3[O:14]2)(=O)=O)=CC=1.[CH3:34][NH2:35]>>[CH3:34][NH:35][CH2:12][CH:13]1[CH2:17][C:16]2[CH:18]=[C:19]([C:30]([F:33])([F:32])[F:31])[CH:20]=[C:21]([C:22]3[CH:27]=[C:26]([F:28])[CH:25]=[CH:24][C:23]=3[F:29])[C:15]=2[O:14]1. Procedure details: The title compound was prepared (0.045 g, 58%) following the general procedure of Example 390 as a white solid, hydrochloride salt from [7-(2,5-difluorophenyl)-5-(trifluoromethyl)-2,3-dihydro-1-benzofuran-2-yl]methyl 4-methylbenzenesulfonate (0.10 g, 0.21 mmol) and methylamine (0.12 g, 3.9 mmol). mp 138-140° C.